From a dataset of the Open Reaction Database (ORD), a public repository of structured organic reaction records. describe an organic reaction: reactants, conditions, products, and yield The reactants are C(C)(C)(C)OC(=O)N1CCN(CC1)C1=CC(=C(C=C1)C=O)[N+](=O)[O-] (4-(4-formyl-3-nitrophenyl)piperazine-1-carboxylic acid tert-butyl ester), [Br-].N1N=C(C2=CC=CC=C12)C[P+](C1=CC=CC=C1)(C1=CC=CC=C1)C1=CC=CC=C1 ((1H-indazol-3-ylmethyl)triphenylphosphonium bromide), C([O-])([O-])=O.[K+].[K+] (potassium carbonate), O (water). Solvent: CO (methanol). Conditions: time 1.5 hour. Yields the product C(C)(C)(C)OC(=O)N1CCN(CC1)C1=CC(=C(C=C1)\C=C\C1=NNC2=CC=CC=C12)[N+](=O)[O-] ((E)-4-{4-[2-(1H-indazol-3-yl)vinyl]-3-nitrophenyl}piperazine-1-carboxylic acid tert-butyl ester). Yield: 16.3%. RXN SMILES: [C:1]([O:5][C:6]([N:8]1[CH2:13][CH2:12][N:11]([C:14]2[CH:19]=[CH:18][C:17]([CH:20]=O)=[C:16]([N+:22]([O-:24])=[O:23])[CH:15]=2)[CH2:10][CH2:9]1)=[O:7])([CH3:4])([CH3:3])[CH3:2].[Br-].[NH:26]1[C:34]2[C:29](=[CH:30][CH:31]=[CH:32][CH:33]=2)[C:28]([CH2:35][P+](C2C=CC=CC=2)(C2C=CC=CC=2)C2C=CC=CC=2)=[N:27]1.C(=O)([O-])[O-].[K+].[K+].O>CO>[C:1]([O:5][C:6]([N:8]1[CH2:13][CH2:12][N:11]([C:14]2[CH:19]=[CH:18][C:17](/[CH:20]=[CH:35]/[C:28]3[C:29]4[C:34](=[CH:33][CH:32]=[CH:31][CH:30]=4)[NH:26][N:27]=3)=[C:16]([N+:22]([O-:24])=[O:23])[CH:15]=2)[CH2:10][CH2:9]1)=[O:7])([CH3:4])([CH3:3])[CH3:2] |f:1.2,3.4.5|. Procedure: A solution of 4-(4-formyl-3-nitrophenyl)piperazine-1-carboxylic acid tert-butyl ester (1.4 g, 3.0 mmol) obtained in Step 1 in methanol (10 mL) was added with (1H-indazol-3-ylmethyl)triphenylphosphonium bromide (0.99 g, 3.0 mmol) and potassium carbonate (0.82 g, 5.9 mmol), followed by stirring at room temperature for 1.5 hours. The reaction mixture was added with water and extracted with ethyl acetate. The organic layer was washed with water and saturated brine, dried over anhydrous magnesium sul... Reactants: F[B-](F)(F)F, Cl, Fc1ccc2c(c1)NCC2, O=C(O)c1cc(Nc2ccc3c(c2)CC2(C3)C(=O)Nc3ncccc32)ncn1, CN(C)C=O, CN(C)C(On1nnc2ccccc21)=[N+](C)C. Yields the product O=C(c1cc(Nc2ccc3c(c2)CC2(C3)C(=O)Nc3ncccc32)ncn1)N1CCc2ccc(F)cc21. Reaction SMILES: [B-:40]([F:41])([F:42])([F:43])[F:44].[ClH:1].[F:30][c:31]1[cH:32][cH:33][c:34]2[c:38]([cH:39]1)[NH:37][CH2:36][CH2:35]2.[O:2]=[C:3]1[NH:4][c:5]2[n:6][cH:7][cH:8][cH:9][c:10]2[C:11]12[CH2:12][c:13]1[cH:14][cH:15][c:16]([NH:20][c:21]3[cH:22][c:23]([C:27](=[O:28])[OH:29])[n:24][cH:25][n:26]3)[cH:17][c:18]1[CH2:19]2.[O:62]=[CH:63][N:64]([CH3:65])[CH3:66].[n:45]1([O:46][C:47]([N:48]([CH3:49])[CH3:50])=[N+:51]([CH3:52])[CH3:53])[c:54]2[cH:55][cH:56][cH:57][cH:58][c:59]2[n:60][n:61]1>>[O:2]=[C:3]1[NH:4][c:5]2[n:6][cH:7][cH:8][cH:9][c:10]2[C:11]12[CH2:12][c:13]1[cH:14][cH:15][c:16]([NH:20][c:21]3[cH:22][c:23]([C:27](=[O:28])[N:37]4[CH2:36][CH2:35][c:34]5[cH:33][cH:32][c:31]([F:30])[cH:39][c:38]54)[n:24][cH:25][n:26]3)[cH:17][c:18]1[CH2:19]2. The reactants are CCO, CO, [Cl-], CC(C)(C)OC(=O)N1CCN(Cc2ccc(-c3cc4nccc(Oc5ccc([N+](=O)[O-])cc5F)c4s3)cc2)CC1, [Fe], [NH4+], O. Product: CC(C)(C)OC(=O)N1CCN(Cc2ccc(-c3cc4nccc(Oc5ccc(N)cc5F)c4s3)cc2)CC1. Reaction SMILES: [CH3:44][CH2:45][OH:46].[CH3:47][OH:48].[Cl-:41].[F:1][c:2]1[c:3]([O:4][c:5]2[c:6]3[c:7]([n:8][cH:9][cH:10]2)[cH:11][c:12](-[c:14]2[cH:15][cH:16][c:17]([CH2:18][N:19]4[CH2:20][CH2:21][N:22]([C:25](=[O:26])[O:27][C:28]([CH3:29])([CH3:30])[CH3:31])[CH2:23][CH2:24]4)[cH:32][cH:33]2)[s:13]3)[cH:34][cH:35][c:36]([N+:38]([O-:39])=[O:40])[cH:37]1.[Fe:49].[NH4+:42].[OH2:43]>>[F:1][c:2]1[c:3]([O:4][c:5]2[c:6]3[c:7]([n:8][cH:9][cH:10]2)[cH:11][c:12](-[c:14]2[cH:15][cH:16][c:17]([CH2:18][N:19]4[CH2:20][CH2:21][N:22]([C:25](=[O:26])[O:27][C:28]([CH3:29])([CH3:30])[CH3:31])[CH2:23][CH2:24]4)[cH:32][cH:33]2)[s:13]3)[cH:34][cH:35][c:36]([NH2:38])[cH:37]1. Reactants: Br, CC(=O)Cl, ClCCl, CCOC(=O)c1csc(N)n1, c1ccncc1. Product: CCOC(=O)c1csc(NC(C)=O)n1. Reaction SMILES: [BrH:1].[CH3:19][C:20]([Cl:21])=[O:22].[Cl:23][CH2:24][Cl:25].[NH2:2][c:3]1[s:4][cH:5][c:6]([C:8](=[O:9])[O:10][CH2:11][CH3:12])[n:7]1.[cH:13]1[cH:14][cH:15][n:16][cH:17][cH:18]1>>[NH:2]([c:3]1[s:4][cH:5][c:6]([C:8](=[O:9])[O:10][CH2:11][CH3:12])[n:7]1)[C:20]([CH3:19])=[O:22].